From a dataset of the Open Reaction Database (ORD), a public repository of structured organic reaction records. describe an organic reaction: reactants, conditions, products, and yield Starting materials: O (Water), SC1=C(C=CC(=C1)[N+](=O)[O-])O (2-Mercapto-4-nitrophenol), ClC1=C(C=O)C=CC(=C1)Cl (2,4-dichlorobenzaldehyde), aldehyde, O.C1(=CC=C(C=C1)S(=O)(=O)O)C (p-toluenesulphonic acid monohydrate). Run in C1(=CC=CC=C1)C (toluene). Run at time 2 hour. The product is ClC1=C(C=CC(=C1)Cl)C1OC2=C(S1)C=C(C=C2)[N+](=O)[O-] (2-(2,4-dichlorophenyl)5-nitro-1,3-benzoxathiole). Yield: 18.7%. Reaction SMILES: [SH:1][C:2]1[CH:7]=[C:6]([N+:8]([O-:10])=[O:9])[CH:5]=[CH:4][C:3]=1[OH:11].[Cl:12][C:13]1[CH:20]=[C:19]([Cl:21])[CH:18]=[CH:17][C:14]=1[CH:15]=O.O.C1(C)C=CC(S(O)(=O)=O)=CC=1.O>C1(C)C=CC=CC=1>[Cl:12][C:13]1[CH:20]=[C:19]([Cl:21])[CH:18]=[CH:17][C:14]=1[CH:15]1[S:1][C:2]2[CH:7]=[C:6]([N+:8]([O-:10])=[O:9])[CH:5]=[CH:4][C:3]=2[O:11]1 |f:2.3|. Procedure: 2-Mercapto-4-nitrophenol (2.0 g) and 2,4-dichlorobenzaldehyde (2.0 g) were heated under reflux for 6 hours in toluene (70 ml) containing a catalytic amount (0.2 g) of p-toluenesulphonic acid monohydrate. Water formed in the reaction was separated by means of a Dean-Stark apparatus. The resulting reaction mixture was evaporated under reduced pressure, and the residue extracted with cyclohexane. The cyclohexane solution was then evaporated and the residue chromatographed on silica gel using methyl... RXN SMILES: [CH2:1]([CH:2]=[CH2:3])[C:4]1([c:26]2[cH:27][cH:28][c:29]([F:32])[cH:30][cH:31]2)[CH2:5][CH2:6][N:7]([CH:11]([CH3:12])[c:13]2[cH:14][cH:15][c:16](-[c:19]3[cH:20][n:21][c:22]([NH2:25])[cH:23][cH:24]3)[cH:17][cH:18]2)[C:8](=[O:10])[O:9]1.[N:33](=[O:34])[O-:35].[Na+:36].[Na+:38].[OH-:37].[S:39](=[O:40])(=[O:41])([OH:42])[OH:43]>>[CH2:1]([CH:2]=[CH2:3])[C:4]1([c:26]2[cH:27][cH:28][c:29]([F:32])[cH:30][cH:31]2)[CH2:5][CH2:6][N:7]([CH:11]([CH3:12])[c:13]2[cH:14][cH:15][c:16](-[c:19]3[cH:20][nH:21][c:22](=[O:34])[cH:23][cH:24]3)[cH:17][cH:18]2)[C:8](=[O:10])[O:9]1. Reactants: C=CCC1(c2ccc(F)cc2)CCN(C(C)c2ccc(-c3ccc(N)nc3)cc2)C(=O)O1, O=N[O-], [Na+], [Na+], [OH-], O=S(=O)(O)O. The product is C=CCC1(c2ccc(F)cc2)CCN(C(C)c2ccc(-c3ccc(=O)[nH]c3)cc2)C(=O)O1. Starting materials: COC(=O)CCCC=CCC1COC(C)OC1COC(=O)Nc1ccccc1, CO, [Na+], [OH-]. The product is CC1OCC(CC=CCCCC(=O)O)C(COC(=O)Nc2ccccc2)O1. RXN SMILES: [CH3:1][O:2][C:3](=[O:4])[CH2:5][CH2:6][CH2:7][CH:8]=[CH:9][CH2:10][CH:11]1[CH:12]([CH2:18][O:19][C:20]([NH:21][c:22]2[cH:23][cH:24][cH:25][cH:26][cH:27]2)=[O:28])[O:13][CH:14]([CH3:17])[O:15][CH2:16]1.[CH3:31][OH:32].[Na+:30].[OH-:29]>>[O:2]=[C:3]([OH:4])[CH2:5][CH2:6][CH2:7][CH:8]=[CH:9][CH2:10][CH:11]1[CH:12]([CH2:18][O:19][C:20]([NH:21][c:22]2[cH:23][cH:24][cH:25][cH:26][cH:27]2)=[O:28])[O:13][CH:14]([CH3:17])[O:15][CH2:16]1. The reactants are CC(=O)O[BH-](OC(C)=O)OC(C)=O, C=O, CC(Cl)Cl, Fc1ccc(CCC2CN(C3=Nc4ccc(F)cc4Nc4sc5ccccc5c43)CCN2)cc1, [Na+]. Yields the product CN1CCN(C2=Nc3ccc(F)cc3Nc3sc4ccccc4c32)CC1CCc1ccc(F)cc1. RXN SMILES: [C:35]([O:36][BH-:37]([O:38][C:39](=[O:40])[CH3:41])[O:42][C:43](=[O:44])[CH3:45])(=[O:46])[CH3:47].[CH2:49]=[O:50].[Cl:51][CH:52]([Cl:53])[CH3:54].[F:1][c:2]1[cH:3][cH:4][c:5]2[c:6]([cH:34]1)[NH:7][c:8]1[s:9][c:10]3[c:11]([c:12]1[C:13]([N:15]1[CH2:16][CH:17]([CH2:21][CH2:22][c:23]4[cH:24][cH:25][c:26]([F:29])[cH:27][cH:28]4)[NH:18][CH2:19][CH2:20]1)=[N:14]2)[cH:30][cH:31][cH:32][cH:33]3.[Na+:48]>>[F:1][c:2]1[cH:3][cH:4][c:5]2[c:6]([cH:34]1)[NH:7][c:8]1[s:9][c:10]3[c:11]([c:12]1[C:13]([N:15]1[CH2:16][CH:17]([CH2:21][CH2:22][c:23]4[cH:24][cH:25][c:26]([F:29])[cH:27][cH:28]4)[N:18]([CH3:35])[CH2:19][CH2:20]1)=[N:14]2)[cH:30][cH:31][cH:32][cH:33]3. Reactants: CO, COc1cc(C(=O)N2CCCC2CO)c([N+](=O)[O-])c(OC)c1C, [H][H], NN, O. Product: COc1cc(C(=O)N2CCCC2CO)c(N)c(OC)c1C. RXN SMILES: [CH3:29][OH:30].[CH3:4][c:5]1[c:6]([O:25][CH3:26])[c:7]([N+:22]([O-:23])=[O:24])[c:8]([C:9](=[O:10])[N:11]2[CH:12]([CH2:16][OH:17])[CH2:13][CH2:14][CH2:15]2)[cH:18][c:19]1[O:20][CH3:21].[H:27][H:28].[NH2:2][NH2:3].[OH2:1]>>[CH3:4][c:5]1[c:6]([O:25][CH3:26])[c:7]([NH2:22])[c:8]([C:9](=[O:10])[N:11]2[CH:12]([CH2:16][OH:17])[CH2:13][CH2:14][CH2:15]2)[cH:18][c:19]1[O:20][CH3:21]. Reactants: C(=C)(C)C(C(C#C)(O)C)CC=C(C)C (4-Isopropenyl-3,7-dimethyl-6-octen-1-yn-3-ol), C([O-])(O)=O.[Na+] (sodium bicarbonate), O1CCCC1 (tetrahydrofuran), O (water). The reagents and catalysts are FC(S(=O)(=O)[O-])(F)F.[Ag+] (silver trifluoromethanesulphonate). Run in C(C)OCC (ethyl ether). Yields the product CC(CC=CC(C)=O)=CC=CC(C)C (6,10-dimethyl-3,6,8-undecatrien-2-one). Yield: 57.0%. RXN SMILES: C([CH:4]([CH2:10][CH:11]=[C:12]([CH3:14])[CH3:13])[C:5]([CH3:9])(O)[C:6]#[CH:7])(C)=C.[O:15]1[CH2:19][CH2:18]CC1.O.[C:21](=O)(O)[O-].[Na+]>C(OCC)C.FC(F)(F)S([O-])(=O)=O.[Ag+]>[CH3:9][C:5](=[CH:4][CH:10]=[CH:11][CH:12]([CH3:13])[CH3:14])[CH2:6][CH:7]=[CH:21][C:19](=[O:15])[CH3:18] |f:3.4,6.7|. Reported procedure: 4-Isopropenyl-3,7-dimethyl-6-octen-1-yn-3-ol (0.192 g; 10-3 mole) is kept at a temperature in the region of 40° C. and protected from light in the presence of silver trifluoromethanesulphonate (0.257 g; 10-3 mole) in a mixture (3:1 by volume) of tetrahydrofuran and water (10 cc). After 20 hours the reaction mixture is diluted with ethyl ether (20 cc) and treated with a saturated solution of sodium bicarbonate (5 cc). After separation, the organic phase is washed with demineralised water until ne... Reactants: C(OC1=CC=C(C=C1)[N+](=O)[O-])(O[C@H](C(F)(F)F)C)=O (4-nitrophenyl (2S)-1,1,1-trifluoropropan-2-yl carbonate), O1[C@H]2[C@H](NCC1)CN(C2)C2=NC(=CC(=N2)NC2=NNC=C2)C (2-[(4aR,7aR)-hexahydropyrrolo[3,4-b][1,4]oxazin-6(2H)-yl]-6-methyl-N-(1H-pyrazol-3-yl)pyrimidin-4-amine), CCN(C(C)C)C(C)C (DIEA). Solvent: C(Cl)(Cl)Cl (CHCl3). Reaction conditions: temperature 100 celsius. Yields the product CC1=NC(=NC(=C1)NC1=NNC=C1)N1C[C@H]2OCCN([C@@H]2C1)C(=O)O[C@H](C(F)(F)F)C ((2S)-1,1,1-trifluoropropan-2-yl (4aR,7aR)-6-[4-methyl-6-(1H-pyrazol-3-ylamino)pyrimidin-2-yl]hexahydropyrrolo[3,4-b][1,4]oxazine-4(4aH)-carboxylate). RXN SMILES: [O:1]1[CH2:6][CH2:5][NH:4][C@@H:3]2[CH2:7][N:8]([C:10]3[N:15]=[C:14]([NH:16][C:17]4[CH:21]=[CH:20][NH:19][N:18]=4)[CH:13]=[C:12]([CH3:22])[N:11]=3)[CH2:9][C@@H:2]12.[C:23](=O)([O:34][C@@H:35]([CH3:40])[C:36]([F:39])([F:38])[F:37])[O:24]C1C=CC([N+]([O-])=O)=CC=1.CCN(C(C)C)C(C)C>C(Cl)(Cl)Cl>[CH3:22][C:12]1[CH:13]=[C:14]([NH:16][C:17]2[CH:21]=[CH:20][NH:19][N:18]=2)[N:15]=[C:10]([N:8]2[CH2:7][C@@H:3]3[C@H:2]([O:1][CH2:6][CH2:5][N:4]3[C:23]([O:34][C@@H:35]([CH3:40])[C:36]([F:39])([F:38])[F:37])=[O:24])[CH2:9]2)[N:11]=1. Procedure: To a mixture of 2-[(4aR,7aR)-hexahydropyrrolo[3,4-b][1,4]oxazin-6(2H)-yl]-6-methyl-N-(1H-pyrazol-3-yl)pyrimidin-4-amine (20 mg) in CHCl3 (3 mL) were added 4-nitrophenyl (2S)-1,1,1-trifluoropropan-2-yl carbonate (37 mg) prepared in Referential Example 2 and DIEA (30 mg) at room temperature. After 4-hour stirring at 100° C. in a sealed tube, the resulting mixture was cooled to room temperature and concentrated. The residue was diluted with MeOH (5 mL). To the resulting mixture was added potassium ...